Dataset: the Open Reaction Database (ORD), a public repository of structured organic reaction records. Task: describe an organic reaction: reactants, conditions, products, and yield The reactants are CC(C)O, CCN1C(=O)C(F)(F)CN(C2CCCC2)c2nc(Cl)ncc21, CN1CCC(NC(=O)c2ccc(N)cc2)CC1, O, Cc1ccc(S(=O)(=O)O)cc1. Product: CCN1C(=O)C(F)(F)CN(C2CCCC2)c2nc(Nc3ccc(C(=O)NC4CCN(C)CC4)cc3)ncc21. As a reaction SMILES: [CH3:52][CH:53]([OH:54])[CH3:55].[Cl:1][c:2]1[n:3][cH:4][c:5]2[c:6]([n:22]1)[N:7]([CH:17]1[CH2:18][CH2:19][CH2:20][CH2:21]1)[CH2:8][C:9]([F:15])([F:16])[C:10](=[O:14])[N:11]2[CH2:12][CH3:13].[NH2:23][c:24]1[cH:25][cH:26][c:27]([C:28](=[O:29])[NH:30][CH:31]2[CH2:32][CH2:33][N:34]([CH3:37])[CH2:35][CH2:36]2)[cH:38][cH:39]1.[OH2:40].[c:41]1([CH3:42])[cH:43][cH:44][c:45]([S:46]([OH:47])(=[O:48])=[O:49])[cH:50][cH:51]1>>[c:2]1([NH:23][c:24]2[cH:25][cH:26][c:27]([C:28](=[O:29])[NH:30][CH:31]3[CH2:32][CH2:33][N:34]([CH3:37])[CH2:35][CH2:36]3)[cH:38][cH:39]2)[n:3][cH:4][c:5]2[c:6]([n:22]1)[N:7]([CH:17]1[CH2:18][CH2:19][CH2:20][CH2:21]1)[CH2:8][C:9]([F:15])([F:16])[C:10](=[O:14])[N:11]2[CH2:12][CH3:13]. Starting materials: OC1=CC(OC2=CC=CC=C12)=O (4-hydroxycoumarin), CC(C)OC(=O)/N=N/C(=O)OC(C)C (DIAD), C1=CC=C(C=C1)P(C2=CC=CC=C2)C3=CC=CC=C3 (PPh3), OCCCN1C(C2=CC=CC=C2C1=O)=O (2-(3-hydroxy-propyl)-isoindole-1,3-dione). Solvent: C1CCOC1 (THF). Conditions: temperature 0 celsius. The product is O=C1OC2=C(C(=C1)OCCCN1C(C3=CC=CC=C3C1=O)=O)C=CC=C2 (2-[3-(2-Oxo-2H-1-benzopyran-4-yloxy)-propyl]-isoindole-1,3-dione). Isolated yield 75.2%. As a reaction SMILES: [OH:1][C:2]1[C:11]2[C:6](=[CH:7][CH:8]=[CH:9][CH:10]=2)[O:5][C:4](=[O:12])[CH:3]=1.C1C=CC(P(C2C=CC=CC=2)C2C=CC=CC=2)=CC=1.O[CH2:33][CH2:34][CH2:35][N:36]1[C:44](=[O:45])[C:43]2[C:38](=[CH:39][CH:40]=[CH:41][CH:42]=2)[C:37]1=[O:46].CC(OC(/N=N/C(OC(C)C)=O)=O)C>C1COCC1>[O:12]=[C:4]1[CH:3]=[C:2]([O:1][CH2:33][CH2:34][CH2:35][N:36]2[C:44](=[O:45])[C:43]3[C:38](=[CH:39][CH:40]=[CH:41][CH:42]=3)[C:37]2=[O:46])[C:11]2[CH:10]=[CH:9][CH:8]=[CH:7][C:6]=2[O:5]1. Procedure details: 4-hydroxycoumarin (6.17 mmol, 1.0 g), PPh3 (6.48 mmol, 1.70 g), and 2-(3-hydroxy-propyl)-isoindole-1,3-dione (6.48 mmol, 1.33 g) is disolved in 20 mL THF and is cooled to 0° C. DIAD (6.79 mmol, 1.33 mL) is added dropwise at 0° C. A precipitate is formed immediately and the reaction mixture thickens. The precipitate is filtered, is washed with Et2O and is dried to afford the title compound (1.62 g, 75%). 1H NMR (DMSO-d6, 300 MHz) δ 7.82 (4H, m), 7.61 (2H, m), 7.37 (1H, m), 7.21 (1H, m), 5.83 (1H,... Reactants: OCCCCCN1C(=NC2=C1C=CC=C2)C(C)C (1-(5-hydroxypentyl)-2-(1-methylethyl)-1H-benzimidazole), C(Br)(Br)(Br)Br (carbon tetrabromide), C1(=CC=CC=C1)P(C1=CC=CC=C1)C1=CC=CC=C1 (triphenylphosphine). The solvent is C(Cl)Cl (methylene chloride), C(Cl)Cl (methylene chloride). Conditions: temperature 0 celsius, time 20 hour. The product is BrCCCCCN1C(=NC2=C1C=CC=C2)C(C)C (1-(5-bromopentyl)-2-(1-methylethyl)-1H-benzimidazole). RXN SMILES: O[CH2:2][CH2:3][CH2:4][CH2:5][CH2:6][N:7]1[C:11]2[CH:12]=[CH:13][CH:14]=[CH:15][C:10]=2[N:9]=[C:8]1[CH:16]([CH3:18])[CH3:17].C(Br)(Br)(Br)[Br:20].C1(P(C2C=CC=CC=2)C2C=CC=CC=2)C=CC=CC=1>C(Cl)Cl>[Br:20][CH2:2][CH2:3][CH2:4][CH2:5][CH2:6][N:7]1[C:11]2[CH:12]=[CH:13][CH:14]=[CH:15][C:10]=2[N:9]=[C:8]1[CH:16]([CH3:18])[CH3:17]. Reported procedure: Part C. A solution of the alcohol prepared in Part B above (4.18 g, 17.0 mmol) and carbon tetrabromide (6.75 g, 20.3 mmol) in methylene chloride (40 mL) was cooled to 0° C., and a solution of triphenylphosphine (5.34 g, 20.4 mmol) in methylene chloride (40 mL) was added dropwise. The mixture was stirred for 20 hours, then evaporated. The residue was separated by flash chromatography (1:2 ethyl acetate-hexane) to afford the product, 1-(5-bromopentyl)-2-(1-methylethyl)-1H-benzimidazole, as an oil ... Starting materials: ClCCCCCBr, C1CCOC1, [Li]CCCC, CC(C)(C)OC(=O)C1CC1, Cl, O. Yields the product CC(C)(C)OC(=O)C1(CCCCCCl)CC1. RXN SMILES: [Br:16][CH2:17][CH2:18][CH2:19][CH2:20][CH2:21][Cl:22].[CH2:24]1[O:25][CH2:26][CH2:27][CH2:28]1.[CH3:1][CH2:2][CH2:3][CH2:4][Li:5].[CH:6]1([C:9](=[O:10])[O:11][C:12]([CH3:13])([CH3:14])[CH3:15])[CH2:7][CH2:8]1.[ClH:23].[OH2:29]>>[C:6]1([C:9](=[O:10])[O:11][C:12]([CH3:13])([CH3:14])[CH3:15])([CH2:17][CH2:18][CH2:19][CH2:20][CH2:21][Cl:22])[CH2:7][CH2:8]1. The reactants are O[C@@H](C)[C@@H](CCC1=C(C=CC=C1)O)N1C=NC(=C1)C(=O)N (1-[(2S,3R)-2-hydroxy-5-(2-hydroxyphenyl)-3-pentyl]imidazole-4-carboxamide), Cl.CN(CCCCl)C (3-(dimethylamino)propyl chloride hydrochloride), C([O-])([O-])=O.[K+].[K+] (potassium carbonate). Solvent: CN(C=O)C (N,N-dimethylformamide). Conditions: temperature 60 celsius, time 8 hour. The product is Cl.Cl.O[C@@H](C)[C@@H](CCC1=C(C=CC=C1)OCCCN(C)C)N1C=NC(=C1)C(=O)N (1-{(2S,3R)-2-hydroxy-5-[2-(3-dimethylaminopropoxy)phenyl]-3-pentyl}imidazole-4-carboxamide dihydrochloride). The yield is 68.5%. As a reaction SMILES: [OH:1][C@H:2]([C@H:4]([N:14]1[CH:18]=[C:17]([C:19]([NH2:21])=[O:20])[N:16]=[CH:15]1)[CH2:5][CH2:6][C:7]1[CH:12]=[CH:11][CH:10]=[CH:9][C:8]=1[OH:13])[CH3:3].[ClH:22].[CH3:23][N:24]([CH3:29])[CH2:25][CH2:26][CH2:27][Cl:28].C(=O)([O-])[O-].[K+].[K+]>CN(C)C=O>[ClH:28].[ClH:22].[OH:1][C@H:2]([C@H:4]([N:14]1[CH:18]=[C:17]([C:19]([NH2:21])=[O:20])[N:16]=[CH:15]1)[CH2:5][CH2:6][C:7]1[CH:12]=[CH:11][CH:10]=[CH:9][C:8]=1[O:13][CH2:27][CH2:26][CH2:25][N:24]([CH3:29])[CH3:23])[CH3:3] |f:1.2,3.4.5,7.8.9|. Reported procedure: A mixture of 1-[(2S,3R)-2-hydroxy-5-(2-hydroxyphenyl)-3-pentyl]imidazole-4-carboxamide (20 mg), 3-(dimethylamino)propyl chloride hydrochloride (32.7 mg) and potassium carbonate (38 mg) in N,N-dimethylformamide (3 ml) was stirred overnight at 60° C. The mixture was evaporated. The residue was purified by column chromatography on silica gel, eluting with a mixture of dichloromethane, triethylamine, and methanol (20:1:4) and the product was treated with HCl in EtOAc to give a pale brown oil of 1-{(... Starting materials: ester, COC(C1=C(C=CC(=C1)C=1SC=C(N1)C1=CC(=C(C=C1)Cl)Cl)Br)=O (2-bromo-5-[4-(3,4-dichloro-phenyl)-thiazol-2-yl]-benzoic acid methyl ester), COC(C1=C(C=CC(=C1)C=1SC=C(N1)C1=CC(=C(C=C1)Cl)Cl)Br)=O (2-bromo-5-[4-(3,4-dichloro-phenyl)-thiazol-2-yl]-benzoic acid methyl ester), C(C)(=O)C=1SC=CC1B(O)O (2-acetyl-3-thienylboronic acid). Yields the product C(C)(=O)C=1SC=CC1C1=C(C(=O)O)C=C(C=C1)C=1SC=C(N1)C1=CC(=C(C=C1)Cl)Cl (2-(2-acetyl-thiophen-3-yl)-5-[4-(3,4-dichloro-phenyl)-thiazol-2-yl]-benzoic acid). Isolated yield 20.0%. Reaction SMILES: C[O:2][C:3](=[O:24])[C:4]1[CH:9]=[C:8]([C:10]2[S:11][CH:12]=[C:13]([C:15]3[CH:20]=[CH:19][C:18]([Cl:21])=[C:17]([Cl:22])[CH:16]=3)[N:14]=2)[CH:7]=[CH:6][C:5]=1Br.[C:25]([C:28]1[S:29][CH:30]=[CH:31][C:32]=1B(O)O)(=[O:27])[CH3:26]>>[C:25]([C:28]1[S:29][CH:30]=[CH:31][C:32]=1[C:5]1[CH:6]=[CH:7][C:8]([C:10]2[S:11][CH:12]=[C:13]([C:15]3[CH:20]=[CH:19][C:18]([Cl:21])=[C:17]([Cl:22])[CH:16]=3)[N:14]=2)=[CH:9][C:4]=1[C:3]([OH:2])=[O:24])(=[O:27])[CH3:26]. Reported procedure: Using the conditions of General Procedure B for Suzuki Coupling and Hydrolysis in Parallel Mode, 2-bromo-5-[4-(3,4-dichloro-phenyl)-thiazol-2-yl]-benzoic acid methyl ester (which may be prepared as described for Intermediate 6; 89 mg, 0.2 mmol) was reacted with 2-acetyl-3-thienylboronic acid (available from Aldrich Chemical Company, Inc.; 68 mg, 0.4 mmol). The resulting ester was hydrolyzed and the acid was purified to give 2-(2-acetyl-thiophen-3-yl)-5-[4-(3,4-dichloro-phenyl)-thiazol-2-yl]-benz... Starting materials: Cc1ccc(CCCNC2CCC(c3ccc4[nH]c(=O)oc4c3)CC2)c(C)c1, ClCCl. Reaction SMILES: [CH3:1][c:2]1[c:3]([CH2:9][CH2:10][CH2:11][NH:12][CH:13]2[CH2:14][CH2:15][CH:16]([c:19]3[cH:20][c:21]4[c:22]([nH:23][c:24](=[O:26])[o:25]4)[cH:27][cH:28]3)[CH2:17][CH2:18]2)[cH:4][cH:5][c:6]([CH3:8])[cH:7]1.[Cl:29][CH2:30][Cl:31]>>[CH3:1][c:2]1[c:3]([CH2:9][CH2:10][CH2:11][N:12]([CH:13]2[CH2:14][CH2:15][CH:16]([c:19]3[cH:20][c:21]4[c:22]([nH:23][c:24](=[O:26])[o:25]4)[cH:27][cH:28]3)[CH2:17][CH2:18]2)[CH3:30])[cH:4][cH:5][c:6]([CH3:8])[cH:7]1.[ClH:29]. The product is Cc1ccc(CCCN(C)C2CCC(c3ccc4[nH]c(=O)oc4c3)CC2)c(C)c1, Cl. Reactants: N[C@@H]1CC[C@H](CC1)NC(=O)C1=CNC2=C1N=CN=C2C2=C(C=CC=1OCOC12)OCC1CC1 (trans-4-(5-cyclopropylmethoxy-benzo[1,3]dioxol-4-yl)-5H-pyrrolo[3,2-d]pyrimidine-7-carboxylic acid (4-amino-cyclohexyl)-amide), ClC(=O)[C@H](C)OC(C)=O (acetic acid (S)-1-chlorocarbonyl-ethyl ester). The product is O[C@H](C(=O)NC1CCC(CC1)NC(=O)C1=CNC2=C1N=CN=C2C2=C(C=CC=1OCOC12)OCC1CC1)C (4-(5-Cyclopropylmethoxy-benzo[1,3]dioxol-4-yl)-5H-pyrrolo[3,2-d]pyrimidine-7-carboxylic acid [4-((S)-2-hydroxy-propanoylamino)-cyclohexyl]-amide). Reaction SMILES: [NH2:1][C@H:2]1[CH2:7][CH2:6][C@H:5]([NH:8][C:9]([C:11]2[C:15]3[N:16]=[CH:17][N:18]=[C:19]([C:20]4[C:28]5[O:27][CH2:26][O:25][C:24]=5[CH:23]=[CH:22][C:21]=4[O:29][CH2:30][CH:31]4[CH2:33][CH2:32]4)[C:14]=3[NH:13][CH:12]=2)=[O:10])[CH2:4][CH2:3]1.Cl[C:35]([C@@H:37]([O:39]C(=O)C)[CH3:38])=[O:36]>>[OH:39][C@@H:37]([CH3:38])[C:35]([NH:1][CH:2]1[CH2:7][CH2:6][CH:5]([NH:8][C:9]([C:11]2[C:15]3[N:16]=[CH:17][N:18]=[C:19]([C:20]4[C:28]5[O:27][CH2:26][O:25][C:24]=5[CH:23]=[CH:22][C:21]=4[O:29][CH2:30][CH:31]4[CH2:33][CH2:32]4)[C:14]=3[NH:13][CH:12]=2)=[O:10])[CH2:4][CH2:3]1)=[O:36]. Reported procedure: Starting from trans-4-(5-cyclopropylmethoxy-benzo[1,3]dioxol-4-yl)-5H-pyrrolo[3,2-d]pyrimidine-7-carboxylic acid (4-amino-cyclohexyl)-amide (example A140) and acetic acid (S)-1-chlorocarbonyl-ethyl ester the title compound is obtained as colorless solid. Reactants: C1CCOC1, CCO, CCCCCCCCc1ccc(-c2ccc([N+](=O)[O-])cc2)cc1. Yields the product CCCCCCCCc1ccc(-c2ccc(N)cc2)cc1. Reaction SMILES: [CH2:24]1[O:25][CH2:26][CH2:27][CH2:28]1.[CH3:29][CH2:30][OH:31].[N+:1]([O-:2])(=[O:3])[c:4]1[cH:5][cH:6][c:7](-[c:10]2[cH:11][cH:12][c:13]([CH2:16][CH2:17][CH2:18][CH2:19][CH2:20][CH2:21][CH2:22][CH3:23])[cH:14][cH:15]2)[cH:8][cH:9]1>>[NH2:1][c:4]1[cH:5][cH:6][c:7](-[c:10]2[cH:11][cH:12][c:13]([CH2:16][CH2:17][CH2:18][CH2:19][CH2:20][CH2:21][CH2:22][CH3:23])[cH:14][cH:15]2)[cH:8][cH:9]1.